Dataset: the Open Reaction Database (ORD), a public repository of structured organic reaction records. Task: describe an organic reaction: reactants, conditions, products, and yield Starting materials: C(C1=CC=CC=C1)OC1=C(N(C=C(C1=O)C(C(F)(F)F)O)C)C (3-Benzyloxy-1,2-dimethyl-5-(2,2,2-trifluoro-1-hydroxy-ethyl)-1H-pyridin-4-one). The reagents and catalysts are [Pd] (Pd/C). Run in CO (methanol), CO (methanol). Reaction conditions: time 10 minute. Yields the product OC1=C(N(C=C(C1=O)C(C(F)(F)F)O)C)C (3-hydroxy-1,2-dimethyl-5-(2,2,2-trifluoro-1-hydroxy-ethyl)-1H-pyridin-4-one). The yield is 61.0%. As a reaction SMILES: C([O:8][C:9]1[C:14](=[O:15])[C:13]([CH:16]([OH:21])[C:17]([F:20])([F:19])[F:18])=[CH:12][N:11]([CH3:22])[C:10]=1[CH3:23])C1C=CC=CC=1>CO.[Pd]>[OH:8][C:9]1[C:14](=[O:15])[C:13]([CH:16]([OH:21])[C:17]([F:20])([F:18])[F:19])=[CH:12][N:11]([CH3:22])[C:10]=1[CH3:23]. Procedure: 3-Benzyloxy-1,2-dimethyl-5-(2,2,2-trifluoro-1-hydroxy-ethyl)-1H-pyridin-4-one (0.97 g, 2.96 mmol) in methanol (30 mL) was debenzylated with Pd/C (10 wt. %, dry basis, on activated carbon, wet, Degussa type E101 NE/W, 0.15 g) as catalyst under a hydrogen atmosphere at 50 psi pressure. The reaction was completed in 10 min. The reaction mixture was diluted with methanol (30 mL), sonicated for 10 min. A CELITE™ bed was prepared on a sintered glass, and washed with 6M HCl (100 mL), followed by water ... Starting materials: BrC1=C(C=C(N)C=C1)F (4-Bromo-3-fluoroaniline), C1(=CC=CC=C1)C (Toluene), C(C=C)(=O)OC (Methyl acrylate), CC1=C(C=CC=C1)P(C1=C(C=CC=C1)C)C1=C(C=CC=C1)C (tris(2-methylphenyl)phosphine). Reagents/catalysts: C(C)(=O)[O-].[Pd+2].C(C)(=O)[O-] (palladium acetate). Run in CN(C)C=O (DMF), C(C)(C)N(C(C)C)CC (N,N-diisopropylethylamine). Run at temperature 124.5 celsius, time 26 hour. Product: NC1=CC(=C(C=CC(=O)OC)C=C1)F (Methyl 4-amino-2-fluorocinnamate). Isolated yield 36.0%. RXN SMILES: Br[C:2]1[CH:8]=[CH:7][C:5]([NH2:6])=[CH:4][C:3]=1[F:9].[C:10]([O:14][CH3:15])(=[O:13])[CH:11]=[CH2:12].CC1C=CC=CC=1P(C1C=CC=CC=1C)C1C=CC=CC=1C.C1(C)C=CC=CC=1>CN(C=O)C.C(N(CC)C(C)C)(C)C.C([O-])(=O)C.[Pd+2].C([O-])(=O)C>[NH2:6][C:5]1[CH:7]=[CH:8][C:2]([CH:12]=[CH:11][C:10]([O:14][CH3:15])=[O:13])=[C:3]([F:9])[CH:4]=1 |f:6.7.8|. Procedure details: 4-Bromo-3-fluoroaniline (20.0 g) was dissolved in a mixed solvent of DMF (64 ml) and N,N-diisopropylethylamine (64 ml). Methyl acrylate (28.3 ml), palladium acetate (1.18 g), and tris(2-methylphenyl)phosphine (11.2 g) were added thereto in a nitrogen atmosphere. The obtained mixture was stirred at a bath temperature of 120 to 129° C. for 26 hours. Toluene was added to the reaction mixture, and the mixture was filtered through Cerite. The Cerite was washed with a mixed solvent of DMF and toluene ... Starting materials: step-ii, FC1=C(CN2N=C(C(=C2C)B2OC(C(O2)(C)C)(C)C)C)C=C(C=C1)F (1-(2,5-difluorobenzyl)-3,5-dimethyl-4-(4,4,5,5-tetramethyl-1,3,2-dioxaborolan-2-yl)-1H-pyrazole), FC1=C(CN2N=C(C(=C2C)B2OC(C(O2)(C)C)(C)C)C)C=C(C=C1)F (1-(2,5-difluorobenzyl)-3,5-dimethyl-4-(4,4,5,5-tetramethyl-1,3,2-dioxaborolan-2-yl)-1H-pyrazole), IC1=CN(C2=NC=C(C=C21)C2=CC=C(C=C2)N2CCN(CC2)C(=O)OC(C)(C)C)S(=O)(=O)C2=CC=C(C)C=C2 (tert-butyl 4-(4-(3-iodo-1-tosyl-1H-pyrrolo[2,3-b]pyridin-5-yl)phenyl)piperazine-1-carboxylate), IC1=CN(C2=NC=C(C=C21)C2=CC=C(C=C2)N2CCN(CC2)C(=O)OC(C)(C)C)S(=O)(=O)C2=CC=C(C)C=C2 (tert-butyl 4-(4-(3-iodo-1-tosyl-1H-pyrrolo[2,3-b]pyridin-5-yl)phenyl)piperazine-1-carboxylate), C([O-])([O-])=O.[Na+].[Na+] (sodium carbonate). The reagents and catalysts are Cl[Pd]([P](C1=CC=CC=C1)(C2=CC=CC=C2)C3=CC=CC=C3)([P](C4=CC=CC=C4)(C5=CC=CC=C5)C6=CC=CC=C6)Cl (Pd(PPh3)2Cl2). Run in C1(=CC=CC=C1)C.C(C)O.O (Toluene ethanol water). Yields the product FC1=C(CN2N=C(C(=C2C)C2=CN(C3=NC=C(C=C32)C3=CC=C(C=C3)N3CCN(CC3)C(=O)OC(C)(C)C)S(=O)(=O)C3=CC=C(C)C=C3)C)C=C(C=C1)F (tert-butyl 4-(4-(3-(1-(2,5-difluorobenzyl)-3,5-dimethyl-1H-pyrazol-4-yl)-1-tosyl-1H-pyrrolo[2,3-b]pyridin-5-yl)phenyl)piperazine-1-carboxylate). Yield: 125.7%. Reaction SMILES: I[C:2]1[C:10]2[C:5](=[N:6][CH:7]=[C:8]([C:11]3[CH:16]=[CH:15][C:14]([N:17]4[CH2:22][CH2:21][N:20]([C:23]([O:25][C:26]([CH3:29])([CH3:28])[CH3:27])=[O:24])[CH2:19][CH2:18]4)=[CH:13][CH:12]=3)[CH:9]=2)[N:4]([S:30]([C:33]2[CH:39]=[CH:38][C:36]([CH3:37])=[CH:35][CH:34]=2)(=[O:32])=[O:31])[CH:3]=1.[F:40][C:41]1[CH:63]=[CH:62][C:61]([F:64])=[CH:60][C:42]=1[CH2:43][N:44]1[C:48]([CH3:49])=[C:47](B2OC(C)(C)C(C)(C)O2)[C:46]([CH3:59])=[N:45]1.C(=O)([O-])[O-].[Na+].[Na+]>Cl[Pd](Cl)([P](C1C=CC=CC=1)(C1C=CC=CC=1)C1C=CC=CC=1)[P](C1C=CC=CC=1)(C1C=CC=CC=1)C1C=CC=CC=1.C1(C)C=CC=CC=1.C(O)C.O>[F:40][C:41]1[CH:63]=[CH:62][C:61]([F:64])=[CH:60][C:42]=1[CH2:43][N:44]1[C:48]([CH3:49])=[C:47]([C:2]2[C:10]3[C:5](=[N:6][CH:7]=[C:8]([C:11]4[CH:16]=[CH:15][C:14]([N:17]5[CH2:22][CH2:21][N:20]([C:23]([O:25][C:26]([CH3:29])([CH3:28])[CH3:27])=[O:24])[CH2:19][CH2:18]5)=[CH:13][CH:12]=4)[CH:9]=3)[N:4]([S:30]([C:33]3[CH:39]=[CH:38][C:36]([CH3:37])=[CH:35][CH:34]=3)(=[O:32])=[O:31])[CH:3]=2)[C:46]([CH3:59])=[N:45]1 |f:2.3.4,6.7.8,^1:73,92|. Reported procedure: Using similar reaction conditions as described in step-ii of example-1, tert-butyl 4-(4-(3-iodo-1-tosyl-1H-pyrrolo[2,3-b]pyridin-5-yl)phenyl)piperazine-1-carboxylate (intermediate 41) (160 mg, 0.243 mmol) was coupled with 1-(2,5-difluorobenzyl)-3,5-dimethyl-4-(4,4,5,5-tetramethyl-1,3,2-dioxaborolan-2-yl)-1H-pyrazole (intermediate 25) (85 mg, 0.243 mmol) in sodium carbonate (77 mg, 0.729 mmol), Pd(PPh3)2Cl2 (17 mg, 0.0243 mmol), Toluene/ethanol/water (15/7.5/1 ml) to give 230 mg of titled compoun... The reactants are CC1(C2=CC(=CC=C2C=2C=CC(=CC12)C1=CC=2C(C3=CC(=CC=C3C2C=C1)C#C[Si](C)(C)C)(C)C)NC(C)=O)C (N-(9,9,9′,9′-tetramethyl-7′-trimethylsilanylethynyl-9H,9′H-[2,2′]bifluorenyl-7-yl)-acetamide), organometallic, IC1=CC=C(C=C1)[N+](=O)[O-] (4-iodo-nitrobenzene). RXN SMILES: [CH3:1][C:2]1([CH3:40])[C:14]2[CH:13]=[C:12]([C:15]3[CH:27]=[CH:26][C:25]4[C:24]5[C:19](=[CH:20][C:21]([C:28]#[C:29][Si](C)(C)C)=[CH:22][CH:23]=5)[C:18]([CH3:35])([CH3:34])[C:17]=4[CH:16]=3)[CH:11]=[CH:10][C:9]=2[C:8]2[C:3]1=[CH:4][C:5]([NH:36][C:37](=[O:39])[CH3:38])=[CH:6][CH:7]=2.I[C:42]1[CH:47]=[CH:46][C:45]([N+:48]([O-:50])=[O:49])=[CH:44][CH:43]=1>>[CH3:1][C:2]1([CH3:40])[C:14]2[CH:13]=[C:12]([C:15]3[CH:27]=[CH:26][C:25]4[C:24]5[C:19](=[CH:20][C:21]([C:28]#[C:29][C:42]6[CH:47]=[CH:46][C:45]([N+:48]([O-:50])=[O:49])=[CH:44][CH:43]=6)=[CH:22][CH:23]=5)[C:18]([CH3:35])([CH3:34])[C:17]=4[CH:16]=3)[CH:11]=[CH:10][C:9]=2[C:8]2[C:3]1=[CH:4][C:5]([NH:36][C:37](=[O:39])[CH3:38])=[CH:6][CH:7]=2. The product is CC1(C2=CC(=CC=C2C=2C=CC(=CC12)C1=CC=2C(C3=CC(=CC=C3C2C=C1)C#CC1=CC=C(C=C1)[N+](=O)[O-])(C)C)NC(C)=O)C (N-[9,9,9′,9′-tetramethyl-7′-(4-nitro-phenylethynyl)-9H,9′H-[2,2′]bifluoreny-7-yl]-acetamide). Procedure: FIG. 3 shows a synthetic scheme (30) for the production of compound 20 (FIG. 2), where X is hydrogen. Compound 31, 7′-bromo-9,9,9′,9′-tetramethyl-9H,9′H-[2,2′]bifluoreny-7-ylamine, is acetylated and subsequently coupled with trimethylsilylacetylene to provide N-(9,9,9′,9′-tetramethyl-7′-trimethylsilanylethynyl-9H,9′H-[2,2′]bifluorenyl-7-yl)-acetamide 32. Trimethylsilyl derivative 32 is subjected to an organometallic cross-coupling reaction in the presence of 4-iodo-nitrobenzene to afford N-[9,9,...